This data is from the Open Reaction Database (ORD), a public repository of structured organic reaction records. The task is: describe an organic reaction: reactants, conditions, products, and yield Starting materials: IC (iodomethane), C(CCCCCCCCCCC)N1N=C(N=N1)C(C(=O)O)C1=CC=CC=C1 ((±)-2-dodecyl-α-phenyl-2H-tetrazole-5-acetic acid), C(CCCCCCCCCCC)N1N=C(N=N1)C(C(=O)O)C1=CC=CC=C1 ((±)-2-dodecyl-α-phenyl-2H-tetrazole-5-acetic acid), [Li]CCCC (n-BuLi). Solvent: C1CCOC1 (THF). Reaction conditions: time 3 hour. Yields the product C(CCCCCCCCCCC)N1N=C(N=N1)C(C(=O)O)(C1=CC=CC=C1)C ((±)-2-Dodecyl-α-methyl-α-phenyl-2H-tetrazole-5-acetic acid). The yield is 1073.2%. As a reaction SMILES: [Li][CH2:2]CCC.[CH2:6]([N:18]1[N:22]=[N:21][C:20]([CH:23]([C:27]2[CH:32]=[CH:31][CH:30]=[CH:29][CH:28]=2)[C:24]([OH:26])=[O:25])=[N:19]1)[CH2:7][CH2:8][CH2:9][CH2:10][CH2:11][CH2:12][CH2:13][CH2:14][CH2:15][CH2:16][CH3:17].IC>C1COCC1>[CH2:6]([N:18]1[N:22]=[N:21][C:20]([C:23]([CH3:2])([C:27]2[CH:28]=[CH:29][CH:30]=[CH:31][CH:32]=2)[C:24]([OH:26])=[O:25])=[N:19]1)[CH2:7][CH2:8][CH2:9][CH2:10][CH2:11][CH2:12][CH2:13][CH2:14][CH2:15][CH2:16][CH3:17]. Procedure details: To a THF solution (30 mL) of n-BuLi (0.0055 mol, 1.6M in hexanes) at -78° C. under N2 with stirring was added 1.0 g (0.00027 mol) of (±)-2-dodecyl-α-phenyl-2H-tetrazole-5-acetic acid (Compound d, Example 13). The resulting yellow solution was stirred at -78° C. for 30 minutes 30 minutes before iodomethane (0.34 mL, 0.0055 mol) was added. This solution was stirred for 3 hours before quenching with 1N HCl (20 mL). The mixture was then partitioned between ethyl acetate and water. The organic phase ... The reactants are CC(C)COC(=O)C(C)N, O=C(O)Cc1ccsc1Sc1ccccc1. Yields the product CC(C)COC(=O)C(C)NC(=O)Cc1ccsc1Sc1ccccc1. As a reaction SMILES: [CH2:17]([CH:18]([CH3:19])[CH3:20])[O:21][C:22]([CH:23]([NH2:24])[CH3:25])=[O:26].[c:1]1([S:7][c:8]2[s:9][cH:10][cH:11][c:12]2[CH2:13][C:14](=[O:15])[OH:16])[cH:2][cH:3][cH:4][cH:5][cH:6]1>>[c:1]1([S:7][c:8]2[s:9][cH:10][cH:11][c:12]2[CH2:13][C:14](=[O:16])[NH:24][CH:23]([C:22]([O:21][CH2:17][CH:18]([CH3:19])[CH3:20])=[O:26])[CH3:25])[cH:2][cH:3][cH:4][cH:5][cH:6]1. Reactants: COC(=O)COc1ccc2nccc(Br)c2c1, Cl, c1cc(N2CCNCC2)ccn1. Product: COC(=O)COc1ccc2nccc(N3CCN(c4ccncc4)CC3)c2c1. RXN SMILES: [Br:1][c:2]1[cH:3][cH:4][n:5][c:6]2[cH:7][cH:8][c:9]([O:12][CH2:13][C:14](=[O:15])[O:16][CH3:17])[cH:10][c:11]12.[ClH:30].[n:18]1[cH:19][cH:20][c:21]([N:24]2[CH2:25][CH2:26][NH:27][CH2:28][CH2:29]2)[cH:22][cH:23]1>>[c:2]1([N:27]2[CH2:26][CH2:25][N:24]([c:21]3[cH:20][cH:19][n:18][cH:23][cH:22]3)[CH2:29][CH2:28]2)[cH:3][cH:4][n:5][c:6]2[cH:7][cH:8][c:9]([O:12][CH2:13][C:14](=[O:15])[O:16][CH3:17])[cH:10][c:11]12. The reactants are O=c1c2ccccc2cc(Cl)n1Cc1ccccc1, CCSCC, [Na]. Yields the product CCSc1cc2ccccc2c(=O)n1Cc1ccccc1. RXN SMILES: [CH2:1]([c:2]1[cH:3][cH:4][cH:5][cH:6][cH:7]1)[n:8]1[c:9](=[O:19])[c:10]2[cH:11][cH:12][cH:13][cH:14][c:15]2[cH:16][c:17]1[Cl:18].[CH2:20]([CH3:21])[S:22][CH2:23][CH3:24].[Na:25]>>[CH2:1]([c:2]1[cH:3][cH:4][cH:5][cH:6][cH:7]1)[n:8]1[c:9](=[O:19])[c:10]2[cH:11][cH:12][cH:13][cH:14][c:15]2[cH:16][c:17]1[S:22][CH2:20][CH3:21]. Reactants: C1CCOC1, CC(C)=O, ClCCC1C=CCC1, Cl, [Mg]. Yields the product CC(C)(O)CCC1C=CCC1. Reaction SMILES: [CH2:15]1[O:16][CH2:17][CH2:18][CH2:19]1.[CH3:11][C:12]([CH3:13])=[O:14].[Cl:1][CH2:2][CH2:3][CH:4]1[CH:5]=[CH:6][CH2:7][CH2:8]1.[ClH:10].[Mg:9]>>[CH2:2]([CH2:3][CH:4]1[CH:5]=[CH:6][CH2:7][CH2:8]1)[C:12]([CH3:11])([CH3:13])[OH:14]. The reactants are O=C([O-])[O-], CCOC(=O)CP(=O)(OCC)OCC, CCOCC, COC(C=O)OC, [K+], [K+], C1CCOC1, O. Product: CCOC(=O)C=CC(OC)OC. Reaction SMILES: [C:1](=[O:2])([O-:3])[O-:4].[CH3:14][CH2:15][O:16][C:17](=[O:18])[CH2:19][P:20]([O:21][CH2:22][CH3:23])([O:24][CH2:25][CH3:26])=[O:27].[CH3:28][CH2:29][O:30][CH2:31][CH3:32].[CH3:7][O:8][CH:9]([CH:10]=[O:11])[O:12][CH3:13].[K+:5].[K+:6].[O:33]1[CH2:34][CH2:35][CH2:36][CH2:37]1.[OH2:38]>>[CH3:7][O:8][CH:9]([CH:10]=[CH:19][C:17]([O:16][CH2:15][CH3:14])=[O:18])[O:12][CH3:13].